This data is from the Open Reaction Database (ORD), a public repository of structured organic reaction records. The task is: describe an organic reaction: reactants, conditions, products, and yield The reactants are C(=O)(O)[O-].[Na+] (NaHCO3), C(=O)([O-])[O-].[K+].[K+] (K2CO3), CI (CH3I), [N+](=O)([O-])C=1C=CC2=C([C@@H]([C@H]([C@@](O2)(C)C(OC)OC)O)N2C(NC3=C2C=CC=C3)=NC#N)C1 ((2S, 3R, 4S)-6-nitro-3,4-dihydro-3-hydroxy-2-dimethoxymethyl-2-methyl-4-(2,3-dihydro-2-cyanoimino-1H-benzimidazol-1-yl)-2H-1-benzopyran). Run in CN(C)C=O (DMF). Run at time 12 hour. Product: [N+](=O)([O-])C=1C=CC2=C([C@@H]([C@H]([C@@](O2)(C)C(OC)OC)O)N2C(N(C3=C2C=CC=C3)C)=NC#N)C1 ((2S, 3R, 4S)-6-nitro-3,4-dihydro-3-hydroxy-2-dimethoxymethyl-2-methyl-4-(2,3-dihydro-3-methyl-2-cyanoimino-1H-benzimidazol-1-yl)-2H-1-benzopyran). The yield is 94.5%. As a reaction SMILES: [N+:1]([C:4]1[CH:5]=[CH:6][C:7]2[O:12][C@@:11]([CH:14]([O:17][CH3:18])[O:15][CH3:16])([CH3:13])[C@H:10]([OH:19])[C@@H:9]([N:20]3[C:24]4[CH:25]=[CH:26][CH:27]=[CH:28][C:23]=4[NH:22][C:21]3=[N:29][C:30]#[N:31])[C:8]=2[CH:32]=1)([O-:3])=[O:2].[C:33]([O-])([O-])=O.[K+].[K+].CI.C([O-])(O)=O.[Na+]>CN(C=O)C>[N+:1]([C:4]1[CH:5]=[CH:6][C:7]2[O:12][C@@:11]([CH:14]([O:17][CH3:18])[O:15][CH3:16])([CH3:13])[C@H:10]([OH:19])[C@@H:9]([N:20]3[C:24]4[CH:25]=[CH:26][CH:27]=[CH:28][C:23]=4[N:22]([CH3:33])[C:21]3=[N:29][C:30]#[N:31])[C:8]=2[CH:32]=1)([O-:3])=[O:2] |f:1.2.3,5.6|. Procedure: 400 mg (0.91 mmol) of the compound obtained in example 1 was dissolved in 5 ml of DMF, then 250 mg (1.82 mmol) of K2CO3 and 170 mg (1.18 mmol) of CH3I were added thereto. The reaction was stirred at room temperature for 12 hours, 30 ml of saturated NaHCO3 solution was added, and aqueous layer was extracted with 50 ml of ethyl acetate. Organic layer was washed with brine and dried over anhydrous MgSO4, concentrated under reduced pressure. The residue was purified by silica gel column chromatograp... Reactants: N1(N=CC=C1)C1=C(C(=O)O)C=CC=C1 (2-pyrazol-1-yl-benzoic acid), [Cl-].[NH4+] (ammonium chloride), Cl.CN(CCCN=C=NCC)C (1-(3-dimethylaminopropyl)-3-ethylcarbodiimide hydrochloride), ON1N=NC2=C1N=CC=C2 (1-hydroxy-7-azabenzotriazole), C(C)(C)N(CC)C(C)C (diisopropylethylamine). Solvent: CN(C=O)C (N,N-dimethylformamide), O (Water). The product is N1(N=CC=C1)C1=C(C(=O)N)C=CC=C1 (2-pyrazol-1-yl-benzamide). As a reaction SMILES: [N:1]1([C:6]2[CH:14]=[CH:13][CH:12]=[CH:11][C:7]=2[C:8](O)=[O:9])[CH:5]=[CH:4][CH:3]=[N:2]1.[Cl-].[NH4+].Cl.C[N:19](C)CCCN=C=NCC.ON1C2N=CC=CC=2N=N1.C(N(C(C)C)CC)(C)C>CN(C)C=O.O>[N:1]1([C:6]2[CH:14]=[CH:13][CH:12]=[CH:11][C:7]=2[C:8]([NH2:19])=[O:9])[CH:5]=[CH:4][CH:3]=[N:2]1 |f:1.2,3.4|. Procedure details: A solution of 2-pyrazol-1-yl-benzoic acid (50 mg, 0.26 mmol), ammonium chloride (28 mg, 0.52 mmol), 1-(3-dimethylaminopropyl)-3-ethylcarbodiimide hydrochloride (100 mg, 0.52 mmol), 1-hydroxy-7-azabenzotriazole (71 mg, 0.52 mmol) and diisopropylethylamine (0.17 ml, 1.0 mmol) in N,N-dimethylformamide (0.75 ml) was stirred at room temperature for 5 h. Water was added and the reaction mixture was extracted with ethyl acetate. Drying and solvent evaporation gave 2-pyrazol-1-yl-benzamide; 1H NMR (CD3O... Reactants: O.Cl.N1C(CCCC1)=O (piperidone hydrochloride hydrate), ClC1=CC(=NC=C1)C (4-chloro-2-picolin), C(C)(=O)[O-].[Na+] (sodium acetate). The solvent is C(C)(=O)O (acetic acid). The product is CC1=NC=CC(=C1)N1CCC(CC1)=O (1-(2-Methyl-4-pyridyl)-4-piperidone). The yield is 83.1%. RXN SMILES: O.Cl.[NH:3]1[CH2:8][CH2:7][CH2:6][CH2:5][C:4]1=O.Cl[C:11]1[CH:16]=[CH:15][N:14]=[C:13]([CH3:17])[CH:12]=1.C([O-])(=[O:20])C.[Na+]>C(O)(=O)C>[CH3:17][C:13]1[CH:12]=[C:11]([N:3]2[CH2:8][CH2:7][C:6](=[O:20])[CH2:5][CH2:4]2)[CH:16]=[CH:15][N:14]=1 |f:0.1.2,4.5|. Procedure details: A mixture of piperidone hydrochloride hydrate (68.98 g), 4-chloro-2-picolin (47.7 g) and sodium acetate (36.8 g) in acetic acid (500 ml) was refluxed for 15 hours and then the reaction mixture was concentrated, and the resultant residue was dissolved in water, combined with potassium hydroxide to make alkaline, and then extracted with dichloromethane, dried and concentrated. The residue obtained was purified by a column chromatography on a silica gel (dichloromethane: 10% aqueous ammonia-contain...